This data is from the Open Reaction Database (ORD), a public repository of structured organic reaction records. The task is: describe an organic reaction: reactants, conditions, products, and yield Procedure: To a solution of the indanone derivative from Step 1 (885 mg, 3.14 mmol) in ether (20 mL) were added successively zinc (840 mg, 12.8 mmol), methyl bromoacetate (0.5 mL, 5 mmol) and iodine (200 mg). The reaction mixture was refluxed for 3 hours, then cooled to 0° C. and 6N aqueous HCl was added dropwise until the zinc complex was completely decomposed. The organic layer was decanted, washed with brine, dried over Na2SO4 and evaporated to dryness. The oily residue was dissolved in formic acid and ... Product: CC=1C(C2=CC=CC=C2C1CC1=CC=C(C=C1)SC)CC(=O)OC (Methyl 2-methyl-3-(4-methylthiobenzyl)inden-1-ylacetate). Run at temperature 0 celsius. The reagents and catalysts are [Zn] (zinc). Reaction SMILES: [CH3:1][CH:2]1[CH:10]([CH2:11][C:12]2[CH:17]=[CH:16][C:15]([S:18][CH3:19])=[CH:14][CH:13]=2)[C:9]2[C:4](=[CH:5][CH:6]=[CH:7][CH:8]=2)[C:3]1=O.Br[CH2:22][C:23]([O:25][CH3:26])=[O:24].II.Cl>CCOCC.[Zn]>[CH3:1][C:2]1[CH:3]([CH2:22][C:23]([O:25][CH3:26])=[O:24])[C:4]2[C:9]([C:10]=1[CH2:11][C:12]1[CH:17]=[CH:16][C:15]([S:18][CH3:19])=[CH:14][CH:13]=1)=[CH:8][CH:7]=[CH:6][CH:5]=2. Solvent: CCOCC (ether). The reactants are Cl (HCl), CC1C(C2=CC=CC=C2C1CC1=CC=C(C=C1)SC)=O (2-Methyl-3-(4-methylthiobenzyl)-1-indanone), BrCC(=O)OC (methyl bromoacetate), II (iodine). Starting materials: COC1(CCOCC1)\C=C\C(OCC1=CC2=CC=CC=C2C=C1)C (4-methoxy-4-[3-methyl-3-((napth-2yl)methoxy)-trans-prop-1-enyl]tetrahydropyran), [H][H] (hydrogen). Reagents/catalysts: [Pd] (palladium on calcium carbonate). Run in C(C)(=O)OCC (ethyl acetate). The product is COC1(CCOCC1)CCCOCC1=CC2=CC=CC=C2C=C1 (4 -methoxy-4-[3-((napth-2yl)methoxy)-prop-1-yl]tetrahydropyran). Yield: 66.7%. RXN SMILES: [CH3:1][O:2][C:3]1(/[CH:9]=[CH:10]/[CH:11](C)[O:12][CH2:13][C:14]2[CH:23]=[CH:22][C:21]3[C:16](=[CH:17][CH:18]=[CH:19][CH:20]=3)[CH:15]=2)[CH2:8][CH2:7][O:6][CH2:5][CH2:4]1.[H][H]>C(OCC)(=O)C.[Pd]>[CH3:1][O:2][C:3]1([CH2:9][CH2:10][CH2:11][O:12][CH2:13][C:14]2[CH:23]=[CH:22][C:21]3[C:16](=[CH:17][CH:18]=[CH:19][CH:20]=3)[CH:15]=2)[CH2:4][CH2:5][O:6][CH2:7][CH2:8]1. Procedure details: 4-methoxy-4-[3-methyl-3-((napth-2yl)methoxy)-trans-prop-1-enyl]tetrahydropyran (320 mg, 1.02 mmol), prepared as in Example 3, was hydrogenated over palladium on calcium carbonate, poisoned with lead, with hydrogen (1 atm) in ethyl acetate at ambient temperature for 18 hours. After flushing the reaction solution with nitrogen, the solution was filtered through a pad of celite. The filter cake was thoroughly rinsed with ethyl acetate. The combined filtrates were concentrated in vacuo and chromatog...